Dataset: the Open Reaction Database (ORD), a public repository of structured organic reaction records. Task: describe an organic reaction: reactants, conditions, products, and yield The reactants are [NH4+].[Cl-] (NH4Cl), FC1=CC=C(C=C1)C(CC=1C=C(C(=O)OC)C=CC1)=O (methyl 3-[2-(4-fluorophenyl)-2-oxoethyl]benzoate), C(C=CC1=CC=CC=C1)Br (cinnamyl bromide), [H-].[Na+] (NaH). Run in CN(C)C=O (DMF). Reaction conditions: time 20 minute. The product is FC1=CC=C(C(=O)C(C\C=C\C2=CC=CC=C2)C=2C=C(C(=O)OC)C=CC2)C=C1 (Methyl 3-[(E)-1-(4-fluorobenzoyl)-4-phenyl-3-butenyl]benzoate). Yield: 87.7%. As a reaction SMILES: [F:1][C:2]1[CH:7]=[CH:6][C:5]([C:8](=[O:20])[CH2:9][C:10]2[CH:11]=[C:12]([CH:17]=[CH:18][CH:19]=2)[C:13]([O:15][CH3:16])=[O:14])=[CH:4][CH:3]=1.[CH2:21](Br)[CH:22]=[CH:23][C:24]1[CH:29]=[CH:28][CH:27]=[CH:26][CH:25]=1.[H-].[Na+].[NH4+].[Cl-]>CN(C=O)C>[F:1][C:2]1[CH:3]=[CH:4][C:5]([C:8]([CH:9]([C:10]2[CH:11]=[C:12]([CH:17]=[CH:18][CH:19]=2)[C:13]([O:15][CH3:16])=[O:14])[CH2:21]/[CH:22]=[CH:23]/[C:24]2[CH:29]=[CH:28][CH:27]=[CH:26][CH:25]=2)=[O:20])=[CH:6][CH:7]=1 |f:2.3,4.5|. Procedure details: To a solution of the product from Step 1 (1.0 g, 3.7 mmol) and cinnamyl bromide (0.72 g, 3.7 mmol) in DMF (15 mL) at 0° C. under N2 was added the NaH (121 mg, 4.0 mmol, 80% in oil). After 20 min. at 0° C., the reaction was stirred for 1 h at r.t. Saturated NH4Cl (15 mL) was then added and the product was extracted with Et2O. The organic phase was washed with H2O and brine, and was then dried (MgSO4) filtered, and evaporated. The residue was purified by flash chromatography (1:10 EtOAc:hexane) to...